Dataset: the Open Reaction Database (ORD), a public repository of structured organic reaction records. Task: describe an organic reaction: reactants, conditions, products, and yield Starting materials: C(C)(C)(C)OC(=O)N[C@@H](C[C@@H](C(=O)OC(C)(C)C)CC1=NC=C(C=C1)\C=C\CO[Si](C)(C)C(C)(C)C)C(=O)OC(C)(C)C (di-tert-butyl (4R)—N-(tert-butoxycarbonyl)-4-({5-[(E)-3-{[tert-butyl(dimethyl)silyl]oxy}prop-1-en-1-yl]pyridin-2-yl}methyl)-L-glutamate). The reagents and catalysts are [Pd] (palladium). The solvent is CO (methanol). Reaction conditions: time 3 hour. The product is C(C)(C)(C)OC(=O)N[C@@H](C[C@@H](C(=O)OC(C)(C)C)CC1=NC=C(C=C1)CCCO[Si](C)(C)C(C)(C)C)C(=O)OC(C)(C)C (Di-tert-butyl (4R)—N-(tert-butoxycarbonyl)-4-{[5-(3-{[tert-butyl(dimethyl)silyl]-oxy}propyl)pyridin-2-yl]methyl}-L-glutamate). As a reaction SMILES: [C:1]([O:5][C:6]([NH:8][C@H:9]([C:37]([O:39][C:40]([CH3:43])([CH3:42])[CH3:41])=[O:38])[CH2:10][C@H:11]([CH2:19][C:20]1[CH:25]=[CH:24][C:23](/[CH:26]=[CH:27]/[CH2:28][O:29][Si:30]([C:33]([CH3:36])([CH3:35])[CH3:34])([CH3:32])[CH3:31])=[CH:22][N:21]=1)[C:12]([O:14][C:15]([CH3:18])([CH3:17])[CH3:16])=[O:13])=[O:7])([CH3:4])([CH3:3])[CH3:2]>CO.[Pd]>[C:1]([O:5][C:6]([NH:8][C@H:9]([C:37]([O:39][C:40]([CH3:43])([CH3:42])[CH3:41])=[O:38])[CH2:10][C@H:11]([CH2:19][C:20]1[CH:25]=[CH:24][C:23]([CH2:26][CH2:27][CH2:28][O:29][Si:30]([C:33]([CH3:36])([CH3:35])[CH3:34])([CH3:32])[CH3:31])=[CH:22][N:21]=1)[C:12]([O:14][C:15]([CH3:17])([CH3:16])[CH3:18])=[O:13])=[O:7])([CH3:2])([CH3:3])[CH3:4]. Procedure details: To a solution of 140 mg (0.23 mmol) di-tert-butyl (4R)—N-(tert-butoxycarbonyl)-4-({5-[(E)-3-{[tert-butyl(dimethyl)silyl]oxy}prop-1-en-1-yl]pyridin-2-yl}methyl)-L-glutamate in 8 ml of methanol, palladium (10% on charcoal, 7 mg) was added and the suspension was stirred for 3 h at room temperature under a hydrogen atmosphere. The mixture was filtered over celite, and the solvent was evaporated. The crude material was used without further purification. The reactants are C(C)(=O)NC1=CC=C(C(=C1C(=O)NC1(CC2=CC=CC=C2C1)C(=O)O)C=C(C)C)C (2-[6-Acetylamino-3-methyl-2-(2-methyl-propenyl)-benzoylamino]-indan-2-carboxylic acid), 2,2-dimethylethyleneboronic acid, aqueous solution, C(=O)([O-])[O-].[K+].[K+] (K2CO3), CCO (EtOH). Reagents/catalysts: [Pd] (palladium), [Pd] (Pd). The product is C(C)OC(=O)C1(CC2=CC=CC=C2C1)NC(C1=C(C(=CC=C1N)C)C=C(C)C)=O (2-[6-Amino-3-methyl-2-(2-methyl-propenyl)-benzoylamino]-indan-2-carboxylic acid ethyl ester). RXN SMILES: C([NH:4][C:5]1[C:10]([C:11]([NH:13][C:14]2([C:23]([OH:25])=[O:24])[CH2:22][C:21]3[C:16](=[CH:17][CH:18]=[CH:19][CH:20]=3)[CH2:15]2)=[O:12])=[C:9]([CH:26]=[C:27]([CH3:29])[CH3:28])[C:8]([CH3:30])=[CH:7][CH:6]=1)(=O)C.C([O-])([O-])=O.[K+].[K+].[CH3:37][CH2:38]O>[Pd]>[CH2:37]([O:25][C:23]([C:14]1([NH:13][C:11](=[O:12])[C:10]2[C:5]([NH2:4])=[CH:6][CH:7]=[C:8]([CH3:30])[C:9]=2[CH:26]=[C:27]([CH3:28])[CH3:29])[CH2:15][C:16]2[C:21](=[CH:20][CH:19]=[CH:18][CH:17]=2)[CH2:22]1)=[O:24])[CH3:38] |f:1.2.3|. Procedure details: To a solution of (223) (278 mg, 0.67 mmol) and 2,2-dimethylethyleneboronic acid (134 mg, 1.34 mmol) in 10 ml EtOH is added palladium anchored homogeneous catalyst, FibreCatPd(0), (4.84% Pd, 195 mg, 0.089 mmol) and 2M aqueous solution of K2SO4 (1.78 mL, 3.56 mmol). The resulting reaction mixture is covered with argon and run in a microwave reaction: 110° C., 5 h. After concentration in vacuo, the residue is purified by HPLC to give 380 mg brown semi-solid (224). Starting materials: C(C)(C)NC(C)C (diisopropylamine), n-BuLi hexanes, CC(=O)O[C@@H](C1=CC=CC=C1)C(C2=CC=CC=C2)(C3=CC=CC=C3)O (S-(−)-2-Hydroxy-1,2,2-triphenylethyl acetate), [Li+].CC(C)[N-]C(C)C (LDA), FC1=CC=C(C=C1)C1=C(C(=C(N1CCC=O)C(C)C)C(=O)NC1=CC=CC=C1)C1=CC=CC=C1 (5-(4-fluorophenyl)-2-(1-methylethyl)-1-(3-oxopropyl)-N,4-diphenyl-1H-pyrrole-3-carboxamide). Run in C1CCOC1 (THF), C1CCOC1 (THF), O (water), CC(=O)O (AcOH), C1CCOC1 (THF). Run at temperature 0 celsius, time 30 minute. The product is FC1=CC=C(C=C1)C=1N(C(=C(C1C1=CC=CC=C1)C(=O)NC1=CC=CC=C1)C(C)C)CC[C@H](CC(=O)O[C@H](C(C1=CC=CC=C1)(C1=CC=CC=C1)O)C1=CC=CC=C1)O ((R)-5-[2-(4-fluorophenyl)-5-(1-methylethyl)-3-phenyl-4-[(phenylamino)carbonyl]-1H-pyrrol-1-yl]-3-hydroxy-1-pentanoic acid, (S)-2-hydroxy-1,2,2-triphenylethyl ester). As a reaction SMILES: [CH3:1][C:2]([O:4][C@H:5]([C:12]([OH:25])([C:19]1[CH:24]=[CH:23][CH:22]=[CH:21][CH:20]=1)[C:13]1[CH:18]=[CH:17][CH:16]=[CH:15][CH:14]=1)[C:6]1[CH:11]=[CH:10][CH:9]=[CH:8][CH:7]=1)=[O:3].[Li+].CC([N-]C(C)C)C.C(NC(C)C)(C)C.[F:41][C:42]1[CH:47]=[CH:46][C:45]([C:48]2[N:52]([CH2:53][CH2:54][CH:55]=[O:56])[C:51]([CH:57]([CH3:59])[CH3:58])=[C:50]([C:60]([NH:62][C:63]3[CH:68]=[CH:67][CH:66]=[CH:65][CH:64]=3)=[O:61])[C:49]=2[C:69]2[CH:74]=[CH:73][CH:72]=[CH:71][CH:70]=2)=[CH:44][CH:43]=1>C1COCC1.O.CC(O)=O>[F:41][C:42]1[CH:43]=[CH:44][C:45]([C:48]2[N:52]([CH2:53][CH2:54][C@@H:55]([OH:56])[CH2:1][C:2]([O:4][C@@H:5]([C:6]3[CH:11]=[CH:10][CH:9]=[CH:8][CH:7]=3)[C:12]([OH:25])([C:13]3[CH:14]=[CH:15][CH:16]=[CH:17][CH:18]=3)[C:19]3[CH:24]=[CH:23][CH:22]=[CH:21][CH:20]=3)=[O:3])[C:51]([CH:57]([CH3:59])[CH3:58])=[C:50]([C:60]([NH:62][C:63]3[CH:64]=[CH:65][CH:66]=[CH:67][CH:68]=3)=[O:61])[C:49]=2[C:69]2[CH:74]=[CH:73][CH:72]=[CH:71][CH:70]=2)=[CH:46][CH:47]=1 |f:1.2|. Reported procedure: To a suspension of S-(−)-2-Hydroxy-1,2,2-triphenylethyl acetate (40.2 g) in 300 mL anhydrous THF at −10 to 0° C. was added a solution of LDA prepared by reaction of diisopropylamine (46.5 mL) with 2.5 M n-BuLi/hexanes (97 mL) in 300 mL anhydrous THF at −5 to 0° C. After stirring at 0° C. for 30 min the mixture was cooled to −78° C. Then, a solution of 5-(4-fluorophenyl)-2-(1-methylethyl)-1-(3-oxopropyl)-N,4-diphenyl-1H-pyrrole-3-carboxamide 1 (50 g) in 280 mL anhydrous THF was added dropwise and... Reactants: C\C(=C/C(=O)Cl)\C=C\C=C(\C=C\C1=C(OC=C1C)C)/C ((E,E,E,E)-3,7-dimethyl-9-(2,4-dimethyl-3-furyl)-2,4,6,8-nonatetraenoic acid chloride), [O-]CC.[Na+] (sodium ethoxide). Solvent: CO (methanol). Product: C\C(=C/C(=O)[O-])\C=C\C=C(\C=C\C1=C(OC=C1C)C)/C.[Na+] (sodium (E,E,E,E)-3,7-dimethyl-9-(2,4-dimethyl-3-furyl)-2,4,6,8-nonatetraenoate). Reaction SMILES: [CH3:1]/[C:2](/[CH:7]=[CH:8]/[CH:9]=[C:10](\[CH3:20])/[CH:11]=[CH:12]/[C:13]1[C:17]([CH3:18])=[CH:16][O:15][C:14]=1[CH3:19])=[CH:3]\[C:4](Cl)=[O:5].[O-:21]CC.[Na+:24]>CO>[CH3:1]/[C:2](/[CH:7]=[CH:8]/[CH:9]=[C:10](\[CH3:20])/[CH:11]=[CH:12]/[C:13]1[C:17]([CH3:18])=[CH:16][O:15][C:14]=1[CH3:19])=[CH:3]\[C:4]([O-:21])=[O:5].[Na+:24] |f:1.2,4.5|. Reported procedure: (E,E,E,E)-3,7-dimethyl-9-(2,4-dimethyl-3-furyl)-2,4,6,8-nonatetraenoic acid chloride (1.5 g.) was dissolved in a solution of methanol and sodium ethoxide (0.3 g.) and the resulting mixture was then concentrated to dryness to give sodium (E,E,E,E)-3,7-dimethyl-9-(2,4-dimethyl-3-furyl)-2,4,6,8-nonatetraenoate m.p.~280° with decomposition as an amorphous solid. Starting materials: CC(=O)Oc1ccc(CC2SC(=O)NC2=O)cc1, ClCCl, CN(C)C, CCOC(C)=O, O, ClC(c1ccccc1)(c1ccccc1)c1ccccc1. The product is CC(=O)Oc1ccc(CC2SC(=O)N(C(c3ccccc3)(c3ccccc3)c3ccccc3)C2=O)cc1. Reaction SMILES: [C:5]([CH3:6])(=[O:7])[O:8][c:9]1[cH:10][cH:11][c:12]([CH2:13][CH:14]2[C:15](=[O:20])[NH:16][C:17](=[O:19])[S:18]2)[cH:21][cH:22]1.[CH2:44]([Cl:45])[Cl:46].[CH3:1][N:2]([CH3:3])[CH3:4].[CH3:47][CH2:48][O:49][C:50](=[O:51])[CH3:52].[OH2:43].[c:23]1([C:29]([c:30]2[cH:31][cH:32][cH:33][cH:34][cH:35]2)([c:36]2[cH:37][cH:38][cH:39][cH:40][cH:41]2)[Cl:42])[cH:24][cH:25][cH:26][cH:27][cH:28]1>>[C:5]([CH3:6])(=[O:7])[O:8][c:9]1[cH:10][cH:11][c:12]([CH2:13][CH:14]2[C:15](=[O:20])[N:16]([C:29]([c:23]3[cH:24][cH:25][cH:26][cH:27][cH:28]3)([c:30]3[cH:31][cH:32][cH:33][cH:34][cH:35]3)[c:36]3[cH:37][cH:38][cH:39][cH:40][cH:41]3)[C:17](=[O:19])[S:18]2)[cH:21][cH:22]1. The reactants are N#Cc1ccc(CCCCO)cc1, Cc1ccccc1S(=O)(=O)Cl. Yields the product Cc1ccccc1S(=O)(=O)OCCCCc1ccc(C#N)cc1. As a reaction SMILES: [OH:12][CH2:13][CH2:14][CH2:15][CH2:16][c:17]1[cH:18][cH:19][c:20]([C:21]#[N:22])[cH:23][cH:24]1.[c:1]1([CH3:11])[c:2]([S:7](=[O:8])(=[O:9])[Cl:10])[cH:3][cH:4][cH:5][cH:6]1>>[c:1]1([CH3:11])[c:2]([S:7](=[O:8])(=[O:9])[O:12][CH2:13][CH2:14][CH2:15][CH2:16][c:17]2[cH:18][cH:19][c:20]([C:21]#[N:22])[cH:23][cH:24]2)[cH:3][cH:4][cH:5][cH:6]1.